Dataset: the Open Reaction Database (ORD), a public repository of structured organic reaction records. Task: describe an organic reaction: reactants, conditions, products, and yield The reactants are C(C)OP(OCC)(=O)C1=C(C=CC(=C1)OC1=NC2=C(N1CC1=CC=CC=C1)C=C(C(=C2)C2=CC=C(C=C2)C2CCCCC2)Cl)C ({5-[1-Benzyl-6-chloro-5-(4-cyclohexyl-phenyl)-1H-benzoimidazol-2-yloxy]-2-methyl-phenyl}-phosphonic acid diethyl ester), Br[Si](C)(C)C (bromotrimethylsilane). Solvent: ClCCl (dichloromethane), C[Si](N[Si](C)(C)C)(C)C (hexamethyldisilazane). Yields the product C(C1=CC=CC=C1)N1C(=NC2=C1C=C(C(=C2)C2=CC=C(C=C2)C2CCCCC2)Cl)OC=2C=CC(=C(C2)P(O)(O)=O)C ({5-[1-Benzyl-6-chloro-5-(4-cyclohexyl-phenyl)-1H-benzoimidazol-2-yloxy]-2-methyl-phenyl}-phosphonic acid). Reaction SMILES: C([O:3][P:4]([C:9]1[CH:14]=[C:13]([O:15][C:16]2[N:20]([CH2:21][C:22]3[CH:27]=[CH:26][CH:25]=[CH:24][CH:23]=3)[C:19]3[CH:28]=[C:29]([Cl:44])[C:30]([C:32]4[CH:37]=[CH:36][C:35]([CH:38]5[CH2:43][CH2:42][CH2:41][CH2:40][CH2:39]5)=[CH:34][CH:33]=4)=[CH:31][C:18]=3[N:17]=2)[CH:12]=[CH:11][C:10]=1[CH3:45])(=[O:8])[O:5]CC)C.Br[Si](C)(C)C>ClCCl.C[Si](C)(C)N[Si](C)(C)C>[CH2:21]([N:20]1[C:19]2[CH:28]=[C:29]([Cl:44])[C:30]([C:32]3[CH:33]=[CH:34][C:35]([CH:38]4[CH2:43][CH2:42][CH2:41][CH2:40][CH2:39]4)=[CH:36][CH:37]=3)=[CH:31][C:18]=2[N:17]=[C:16]1[O:15][C:13]1[CH:12]=[CH:11][C:10]([CH3:45])=[C:9]([P:4](=[O:3])([OH:8])[OH:5])[CH:14]=1)[C:22]1[CH:27]=[CH:26][CH:25]=[CH:24][CH:23]=1. Reported procedure: To a solution of {5-[1-Benzyl-6-chloro-5-(4-cyclohexyl-phenyl)-1H-benzoimidazol-2-yloxy]-2-methyl-phenyl}-phosphonic acid diethyl ester (3.2 g, 5.0 mmol) in dichloromethane (15 ml) and hexamethyldisilazane (15 ml) was added bromotrimethylsilane (7.7 ml, 50 mmol). After stirring over night at rt the volatiles were removed from the mixture on a rotary evaporator. The residue was dissolved in methanol (15 ml) and treated with sonication in a water bath. The resulting suspension was filtered to yiel... The reactants are BrC1=C(C=CC=C1)NC(=O)NC1=C(C(=C(C=C1)Cl)S(=O)(=O)N1CCN(CC1)C(=O)OC(C)(C)C)O (N-(2-bromophenyl)-N′-[3-[[4-(tert-butoxycarbonyl)piperazin-1-yl]sulfonyl]4-chloro-2-hydroxyphenyl] urea), FC(C(=O)O)(F)F (trifluoroacetic acid). Yields the product FC(C(=O)O)(F)F.BrC1=C(C=CC=C1)NC(=O)NC1=C(C(=C(C=C1)Cl)S(=O)(=O)N1CCNCC1)O (N-(2-bromophenyl)-N′-[4-chloro-2-hydroxy-3-(piperazin-1-yl)sulfonylphenyl) urea trifluoroacetate). Isolated yield 49.0%. RXN SMILES: [Br:1][C:2]1[CH:7]=[CH:6][CH:5]=[CH:4][C:3]=1[NH:8][C:9]([NH:11][C:12]1[CH:17]=[CH:16][C:15]([Cl:18])=[C:14]([S:19]([N:22]2[CH2:27][CH2:26][N:25](C(OC(C)(C)C)=O)[CH2:24][CH2:23]2)(=[O:21])=[O:20])[C:13]=1[OH:35])=[O:10].[F:36][C:37]([F:42])([F:41])[C:38]([OH:40])=[O:39]>>[F:36][C:37]([F:42])([F:41])[C:38]([OH:40])=[O:39].[Br:1][C:2]1[CH:7]=[CH:6][CH:5]=[CH:4][C:3]=1[NH:8][C:9]([NH:11][C:12]1[CH:17]=[CH:16][C:15]([Cl:18])=[C:14]([S:19]([N:22]2[CH2:23][CH2:24][NH:25][CH2:26][CH2:27]2)(=[O:21])=[O:20])[C:13]=1[OH:35])=[O:10] |f:2.3|. Reported procedure: Following the general procedure for Boc deprotection outlined in example 36, N-(2-bromophenyl)-N′-[3-[[4-(tert-butoxycarbonyl)piperazin-1-yl]sulfonyl]4-chloro-2-hydroxyphenyl] urea (10 mg, 0.019 mmol) was stirred in trifluoroacetic acid to form the desired product (5 mg, 49%). 1H NMR (MeOD-d4): δ 8.28 (d, 1H), 7.91 (d, 1H), 7.60 (d, 1H), 7.33 (t, 1H), 7.14 (d, 1H), 7.02 (d, 1H) 3.64 (t, 4H) 3.33 (m, 4H).